This data is from the Open Reaction Database (ORD), a public repository of structured organic reaction records. The task is: describe an organic reaction: reactants, conditions, products, and yield Starting materials: C1COCCN1, ClCCl, COc1cc2c(O)ncnc2cc1OCCCl. The product is COc1cc2c(O)ncnc2cc1OCCN1CCOCC1. As a reaction SMILES: [CH2:1]1[CH2:2][O:3][CH2:4][CH2:5][NH:6]1.[Cl:24][CH2:25][Cl:26].[Cl:7][CH2:8][CH2:9][O:10][c:11]1[c:12]([O:22][CH3:23])[cH:13][c:14]2[c:15]([OH:21])[n:16][cH:17][n:18][c:19]2[cH:20]1>>[CH2:1]1[CH2:2][O:3][CH2:4][CH2:5][N:6]1[CH2:8][CH2:9][O:10][c:11]1[c:12]([O:22][CH3:23])[cH:13][c:14]2[c:15]([OH:21])[n:16][cH:17][n:18][c:19]2[cH:20]1. Starting materials: S(=O)([O-])[O-].[Na+].[Na+] (sodium sulfite), OO (hydrogen peroxide), C1(CC1)C=1N=C(N(C1)C=1C(=CC(=C(C#N)C1)F)C)S (5-(4-Cyclopropyl-2-mercapto-1H-imidazol-1-yl)-2-fluoro-4-methylbenzonitrile), three, C(C)(=O)O (acetic acid), thioimidazole. Run in O (water), O (water). Conditions: temperature 45 celsius. Yields the product C1(CC1)C=1N=CN(C1)C=1C(=CC(=C(C#N)C1)F)C (5-(4-cyclopropyl-1H-imidazol-1-yl)-2-fluoro-4-methylbenzonitrile), oil. Yield: 97.1%. RXN SMILES: C(O)(=O)C.OO.[CH:7]1([C:10]2[N:11]=[C:12](S)[N:13]([C:15]3[C:16]([CH3:24])=[CH:17][C:18]([F:23])=[C:19]([CH:22]=3)[C:20]#[N:21])[CH:14]=2)[CH2:9][CH2:8]1.S([O-])([O-])=O.[Na+].[Na+]>O>[CH:7]1([C:10]2[N:11]=[CH:12][N:13]([C:15]3[C:16]([CH3:24])=[CH:17][C:18]([F:23])=[C:19]([CH:22]=3)[C:20]#[N:21])[CH:14]=2)[CH2:8][CH2:9]1 |f:3.4.5|. Procedure: In a 500 mL three neck round bottom flask was placed acetic acid (96 mL), water (19 mL) and hydrogen peroxide (30%, 7.47 mL, 65.88 mmol). The mixture was heated to 45° C. with stirring under nitrogen while monitoring the internal temperature. 5-(4-Cyclopropyl-2-mercapto-1H-imidazol-1-yl)-2-fluoro-4-methylbenzonitrile (6.00 g, 21.96 mmol) was then added as a solid in small portions over 30 minutes while maintaining an internal temperature below 55° C. When addition of the thioimidazole was comple... Starting materials: C(C)(=O)NC=1C=CC=C2CCC(C(C12)=O)=NO (8-Acetylamino-2-hydroxyimino-1-tetralone), C(C)(=O)O (acetic acid), compound. The reagents and catalysts are [Zn] (zinc). Run in C(C)(=O)OC(C)=O (acetic anhydride). Reaction conditions: time 40 minute. Yields the product C(C)(=O)NC1C(C2=C(C=CC=C2CC1)NC(C)=O)=O (2,8-Diacetylamino-1-tetralone). RXN SMILES: [C:1]([NH:4][C:5]1[CH:6]=[CH:7][CH:8]=[C:9]2[C:14]=1[C:13](=[O:15])[C:12](=[N:16]O)[CH2:11][CH2:10]2)(=[O:3])[CH3:2].[C:18](O)(=[O:20])[CH3:19]>C(OC(=O)C)(=O)C.[Zn]>[C:18]([NH:16][CH:12]1[CH2:11][CH2:10][C:9]2[C:14](=[C:5]([NH:4][C:1](=[O:3])[CH3:2])[CH:6]=[CH:7][CH:8]=2)[C:13]1=[O:15])(=[O:20])[CH3:19]. Procedure: 1 gm of zinc powder was added to a solution of 300 mg of the compound prepared in (2) above dissolved in a mixed solvent of 10 ml of acetic acid and 10 ml of acetic anhydride, and the mixture was stirred for 40 minutes at room temperature. Insoluble substances were removed by filtration and filtrate was concentrated. The residue was recrystallized in ethyl acetate and hexane to obtain 263 mg of the title compound.